From a dataset of the Open Reaction Database (ORD), a public repository of structured organic reaction records. describe an organic reaction: reactants, conditions, products, and yield The reactants are [BH4-], N#CCC1(CC#N)CC1, CO, Cl, Cl[Co]Cl, [Na+], O, O, O, O, O, O. The product is N#CCC1(CCN)CC1. RXN SMILES: [BH4-:10].[C:1]1([CH2:4][C:5]#[N:6])([CH2:7][C:8]#[N:9])[CH2:2][CH2:3]1.[CH3:13][OH:14].[ClH:12].[Co:21]([Cl:22])[Cl:23].[Na+:11].[OH2:15].[OH2:16].[OH2:17].[OH2:18].[OH2:19].[OH2:20]>>[C:1]1([CH2:4][C:5]#[N:6])([CH2:7][CH2:8][NH2:9])[CH2:2][CH2:3]1. Starting materials: CC(C)(C)OC(=O)N1CCC(O)CC1, CCOC(=O)c1cc2ccc(O)cc2s1, C1CCOC1, CC(C)OC(=O)N=NC(=O)OC(C)C, c1ccc(P(c2ccccc2)c2ccccc2)cc1. The product is CCOC(=O)c1cc2ccc(OC3CCN(C(=O)OC(C)(C)C)CC3)cc2s1. Reaction SMILES: [C:16]([CH3:17])([CH3:18])([CH3:19])[O:20][C:21](=[O:22])[N:23]1[CH2:24][CH2:25][CH:26]([OH:29])[CH2:27][CH2:28]1.[CH2:1]([CH3:2])[O:3][C:4](=[O:5])[c:6]1[cH:7][c:8]2[c:9]([s:10]1)[cH:11][c:12]([OH:15])[cH:13][cH:14]2.[CH2:63]1[O:64][CH2:65][CH2:66][CH2:67]1.[O:49]=[C:50]([O:51][CH:52]([CH3:53])[CH3:54])[N:55]=[N:56][C:57]([O:58][CH:59]([CH3:60])[CH3:61])=[O:62].[c:30]1([P:31]([c:32]2[cH:33][cH:34][cH:35][cH:36][cH:37]2)[c:38]2[cH:39][cH:40][cH:41][cH:42][cH:43]2)[cH:44][cH:45][cH:46][cH:47][cH:48]1>>[CH2:1]([CH3:2])[O:3][C:4](=[O:5])[c:6]1[cH:7][c:8]2[c:9]([s:10]1)[cH:11][c:12]([O:15][CH:26]1[CH2:25][CH2:24][N:23]([C:21]([O:20][C:16]([CH3:17])([CH3:18])[CH3:19])=[O:22])[CH2:28][CH2:27]1)[cH:13][cH:14]2. Starting materials: Cc1ccc(C)c(C(Cl)S(=O)(=O)c2cccc[n+]2[O-])c1, CCO, ClC(Cl)Cl, ClP(Cl)Cl. Yields the product Cc1ccc(C)c(C(Cl)S(=O)(=O)c2ccccn2)c1. RXN SMILES: [CH3:1][c:2]1[c:3]([CH:9]([S:10](=[O:11])(=[O:12])[c:13]2[n+:14]([O-:19])[cH:15][cH:16][cH:17][cH:18]2)[Cl:20])[cH:4][c:5]([CH3:8])[cH:6][cH:7]1.[CH3:29][CH2:30][OH:31].[CH:25]([Cl:26])([Cl:27])[Cl:28].[Cl:21][P:22]([Cl:23])[Cl:24]>>[CH3:1][c:2]1[c:3]([CH:9]([S:10](=[O:11])(=[O:12])[c:13]2[n:14][cH:15][cH:16][cH:17][cH:18]2)[Cl:20])[cH:4][c:5]([CH3:8])[cH:6][cH:7]1. Starting materials: OC=1C=C(C=CC1)CC(=O)O (3-hydroxyphenylacetic acid), N1C=NC=C1 (imidazole), C(C)(C)(C)[Si](Cl)(C)C (tert-butyldimethylchlorosilane), [H-].[Al+3].[Li+].[H-].[H-].[H-] (lithium aluminum hydride), crude product, O.O.O.O.O.O.O.O.O.O.S(=O)(=O)([O-])[O-].[Na+].[Na+] (sodium sulfate decahydrate). The solvent is O (water), CN(C=O)C (dimethylformamide), O1CCCC1 (tetrahydrofuran), O1CCCC1 (tetrahydrofuran). Reaction conditions: time 8 hour. Product: [Si](C)(C)(C(C)(C)C)OC=1C=C(C=CC1)CCO (2-(3-((tert-butyl(dimethyl)silyl)oxy)phenyl)ethanol). RXN SMILES: [OH:1][C:2]1[CH:3]=[C:4]([CH2:8][C:9]([OH:11])=O)[CH:5]=[CH:6][CH:7]=1.N1C=CN=C1.[C:17]([Si:21]([CH3:24])([CH3:23])Cl)([CH3:20])([CH3:19])[CH3:18].[H-].[Al+3].[Li+].[H-].[H-].[H-].O.O.O.O.O.O.O.O.O.O.S([O-])([O-])(=O)=O.[Na+].[Na+]>CN(C)C=O.O.O1CCCC1>[Si:21]([O:1][C:2]1[CH:3]=[C:4]([CH2:8][CH2:9][OH:11])[CH:5]=[CH:6][CH:7]=1)([C:17]([CH3:20])([CH3:19])[CH3:18])([CH3:24])[CH3:23] |f:3.4.5.6.7.8,9.10.11.12.13.14.15.16.17.18.19.20.21|. Procedure details: To a solution of 3-hydroxyphenylacetic acid (1.5 g) in dimethylformamide (15 ml), 3.4 g of imidazole and 4.5 g of tert-butyldimethylchlorosilane was added, and the reaction solution was stirred overnight at room temperature. The reaction solution was diluted with water and extracted with ethyl acetate. The combined organic layers were washed with a saturated saline solution and then dried over anhydrous sodium sulfate. The solvent was distilled off under reduced pressure to afford a crude produc...